describe an organic reaction: reactants, conditions, products, and yield From a dataset of the Open Reaction Database (ORD), a public repository of structured organic reaction records. Reactants: CC1(OB(OC1(C)C)C=1C=C(C=NC1)CN1CCOCC1)C (4-{[5-(4,4,5,5-tetramethyl-1,3,2-dioxaborolan-2-yl)-3-pyridinyl]methyl}morpholine), BrC=1C=C2C(=CNC2=C(C1)C(=O)N)C1CCN(CC1)S(=O)(=O)CC (5-bromo-3-[1-(ethylsulfonyl)-4-piperidinyl]-1H-indole-7-carboxamide), C([O-])([O-])=O.[K+].[K+] (potassium carbonate), chloro-2-(dimethylaminomethyl)-ferrocen-1-yl-(dinorbornylphosphine)palladium(II). The product is C(C)S(=O)(=O)N1CCC(CC1)C1=CNC2=C(C=C(C=C12)C=1C=NC=C(C1)CN1CCOCC1)C(=O)N (3-[1-(ethylsulfonyl)-4-piperidinyl]-5-[5-(4-morpholinylmethyl)-3-pyridinyl]-1H-indole-7-carboxamide). The yield is 43.0%. As a reaction SMILES: CC1(C)C(C)(C)OB([C:9]2[CH:10]=[C:11]([CH2:15][N:16]3[CH2:21][CH2:20][O:19][CH2:18][CH2:17]3)[CH:12]=[N:13][CH:14]=2)O1.Br[C:24]1[CH:25]=[C:26]2[C:30](=[C:31]([C:33]([NH2:35])=[O:34])[CH:32]=1)[NH:29][CH:28]=[C:27]2[CH:36]1[CH2:41][CH2:40][N:39]([S:42]([CH2:45][CH3:46])(=[O:44])=[O:43])[CH2:38][CH2:37]1.C(=O)([O-])[O-].[K+].[K+]>>[CH2:45]([S:42]([N:39]1[CH2:38][CH2:37][CH:36]([C:27]2[C:26]3[C:30](=[C:31]([C:33]([NH2:35])=[O:34])[CH:32]=[C:24]([C:9]4[CH:14]=[N:13][CH:12]=[C:11]([CH2:15][N:16]5[CH2:17][CH2:18][O:19][CH2:20][CH2:21]5)[CH:10]=4)[CH:25]=3)[NH:29][CH:28]=2)[CH2:41][CH2:40]1)(=[O:44])=[O:43])[CH3:46] |f:2.3.4|. Procedure: Following the general procedure of 5-(5-{[(cyclopropylmethyl)amino]methyl}-3-pyridinyl)-3-[1-(ethylsulfonyl)-4-piperidinyl]-1H-indole-7-carboxamide, 5-(4,4,5,5-tetramethyl-1,3,2-dioxaborolan-2-yl)-3-pyridinecarbaldehyde (30 mg, 0.129 mmol), morpholine (0.011 mL, 0.129 mmol), and NaCNBH3 (16 mg, 0.258 mmol) were reacted to give 28 mg of crude 4-{[5-(4,4,5,5-tetramethyl-1,3,2-dioxaborolan-2-yl)-3-pyridinyl]methyl}morpholine. The crude 4-{[5-(4,4,5,5-tetramethyl-1,3,2-dioxaborolan-2-yl)-3-pyridinyl...